This data is from the Open Reaction Database (ORD), a public repository of structured organic reaction records. The task is: describe an organic reaction: reactants, conditions, products, and yield Reactants: BrC1=CC=C(C=C1)C1=C(C2=C(N=CN=C2Cl)O1)C1=CC=CC=C1 (6-(4-bromophenyl)-4-chloro-5-phenylfuro[2,3-d]pyrimidine), COC(COC1=CC(=CC=C1)N)=O (3-aminophenoxyacetic acid methyl ester). The solvent is CS(=O)C (DMSO). As a reaction SMILES: [Br:1][C:2]1[CH:7]=[CH:6][C:5]([C:8]2[O:17][C:11]3[N:12]=[CH:13][N:14]=[C:15](Cl)[C:10]=3[C:9]=2[C:18]2[CH:23]=[CH:22][CH:21]=[CH:20][CH:19]=2)=[CH:4][CH:3]=1.[CH3:24][O:25][C:26](=[O:36])[CH2:27][O:28][C:29]1[CH:34]=[CH:33][CH:32]=[C:31]([NH2:35])[CH:30]=1>CS(C)=O>[CH3:24][O:25][C:26](=[O:36])[CH2:27][O:28][C:29]1[CH:34]=[CH:33][CH:32]=[C:31]([NH:35][C:15]2[C:10]3[C:9]([C:18]4[CH:23]=[CH:22][CH:21]=[CH:20][CH:19]=4)=[C:8]([C:5]4[CH:6]=[CH:7][C:2]([Br:1])=[CH:3][CH:4]=4)[O:17][C:11]=3[N:12]=[CH:13][N:14]=2)[CH:30]=1. Reported procedure: Heat 400 mg (1.04 mmol) of 6-(4-bromophenyl)-4-chloro-5-phenylfuro[2,3-d]pyrimidine (preparation according to WO 03/018589) and 225.5 mg (1.25 mmol) of 3-aminophenoxyacetic acid methyl ester to 150° C. in an oil bath for 1.5 h. After cooling, take up the residue in DMSO and filter through silica gel (eluent: cyclohexane/ethyl acetate 2:1). 140 mg (25.5% of theory) of the target compound are obtained as a yellowish solid. The product is COC(COC1=CC(=CC=C1)NC=1C2=C(N=CN1)OC(=C2C2=CC=CC=C2)C2=CC=C(C=C2)Br)=O (3-{[6-(4-Bromophenyl)-5-phenylfuro[2,3-d]pyrimidin-4-yl]amino}phenoxyacetic acid methyl ester). Reactants: Cn1c(=O)c2c(nc(Cl)n2Cc2ccccc2I)n(C)c1=O, ClCCl, NC1CCNC1. Yields the product Cn1c(=O)c2c(nc(N3CCC(N)C3)n2Cc2ccccc2I)n(C)c1=O. RXN SMILES: [Cl:1][c:2]1[n:3][c:4]2[n:5]([CH3:22])[c:6](=[O:21])[n:7]([CH3:20])[c:8](=[O:19])[c:9]2[n:10]1[CH2:11][c:12]1[c:13]([I:18])[cH:14][cH:15][cH:16][cH:17]1.[Cl:29][CH2:30][Cl:31].[NH2:23][CH:24]1[CH2:25][NH:26][CH2:27][CH2:28]1>>[c:2]1([N:26]2[CH2:25][CH:24]([NH2:23])[CH2:28][CH2:27]2)[n:3][c:4]2[n:5]([CH3:22])[c:6](=[O:21])[n:7]([CH3:20])[c:8](=[O:19])[c:9]2[n:10]1[CH2:11][c:12]1[c:13]([I:18])[cH:14][cH:15][cH:16][cH:17]1. Starting materials: CCCCn1ccc2cc(Br)ccc21, OB(O)c1ccc(C(F)(F)F)cc1. The product is CCCCn1ccc2cc(-c3ccc(C(F)(F)F)cc3)ccc21. RXN SMILES: [Br:1][c:2]1[cH:3][c:4]2[cH:5][cH:6][n:7]([CH2:11][CH2:12][CH2:13][CH3:14])[c:8]2[cH:9][cH:10]1.[F:15][C:16]([c:17]1[cH:18][cH:19][c:20]([B:23]([OH:24])[OH:25])[cH:21][cH:22]1)([F:26])[F:27]>>[c:2]1(-[c:20]2[cH:19][cH:18][c:17]([C:16]([F:15])([F:26])[F:27])[cH:22][cH:21]2)[cH:3][c:4]2[cH:5][cH:6][n:7]([CH2:11][CH2:12][CH2:13][CH3:14])[c:8]2[cH:9][cH:10]1. Reactants: COC1=C(C(=CC=C1)OC)C1CCCC(N1)=O (6-(2,6-dimethoxyphenyl)piperidin-2-one), BrCC1=CC(=CC=C1)OC(F)(F)F (1-(bromomethyl)-3-(trifluoromethoxy)benzene). Yields the product COC1=C(C(=CC=C1)OC)C1CCCC(N1CC1=CC(=CC=C1)OC(F)(F)F)=O (6-(2,6-dimethoxyphenyl)-1-(3-(trifluoromethoxy)benzyl)piperidin-2-one). Reaction SMILES: [CH3:1][O:2][C:3]1[CH:8]=[CH:7][CH:6]=[C:5]([O:9][CH3:10])[C:4]=1[CH:11]1[NH:16][C:15](=[O:17])[CH2:14][CH2:13][CH2:12]1.Br[CH2:19][C:20]1[CH:25]=[CH:24][CH:23]=[C:22]([O:26][C:27]([F:30])([F:29])[F:28])[CH:21]=1>>[CH3:1][O:2][C:3]1[CH:8]=[CH:7][CH:6]=[C:5]([O:9][CH3:10])[C:4]=1[CH:11]1[N:16]([CH2:19][C:20]2[CH:25]=[CH:24][CH:23]=[C:22]([O:26][C:27]([F:28])([F:29])[F:30])[CH:21]=2)[C:15](=[O:17])[CH2:14][CH2:13][CH2:12]1. Reported procedure: Prepared according to the described general procedure 4 (GP4) by reaction of 6-(2,6-dimethoxyphenyl)piperidin-2-one with commercially available 1-(bromomethyl)-3-(trifluoromethoxy)benzene. Subsequent purification by preparative HPLC afforded the target compound. LC-MS (conditions D): tR=1.10 min.; [M+H]+: 410.4 g/mol. The reactants are O=C([O-])[O-], COP(=O)(CC(=O)CN1C(=O)C(NC(=O)OC(C)(C)C)CC1C)OC, COc1ccc(C=O)cn1, CN(C)C=O, CCOC(C)=O, [K+], [K+]. Product: COc1ccc(C=CC(=O)CN2C(=O)C(NC(=O)OC(C)(C)C)CC2C)cn1. As a reaction SMILES: [C:26](=[O:27])([O-:28])[O-:29].[CH3:1][O:2][P:3](=[O:4])([O:5][CH3:6])[CH2:7][C:8]([CH2:9][N:10]1[C:11](=[O:24])[CH:12]([NH:16][C:17](=[O:18])[O:19][C:20]([CH3:21])([CH3:22])[CH3:23])[CH2:13][CH:14]1[CH3:15])=[O:25].[CH3:32][O:33][c:34]1[cH:35][cH:36][c:37]([CH:40]=[O:41])[cH:38][n:39]1.[CH3:42][N:43]([CH3:44])[CH:45]=[O:46].[CH3:47][CH2:48][O:49][C:50](=[O:51])[CH3:52].[K+:30].[K+:31]>>[CH:7]([C:8]([CH2:9][N:10]1[C:11](=[O:24])[CH:12]([NH:16][C:17](=[O:18])[O:19][C:20]([CH3:21])([CH3:22])[CH3:23])[CH2:13][CH:14]1[CH3:15])=[O:25])=[CH:40][c:37]1[cH:36][cH:35][c:34]([O:33][CH3:32])[n:39][cH:38]1. Starting materials: C1(CC1)C=1C=C(C=CC1S(=O)(=O)C1CC1)[C@H](C(=O)NC1=CC=C(C=N1)CC(=O)OCC)C[C@@H]1CC(CC1)=O (ethyl [6-({(2R)-2-[3-cyclopropyl-4-(cyclopropylsulfonyl)phenyl]-3-[(1R)-3-oxocyclopentyl]propanoyl}amino)pyridin-3-yl]acetate), [OH-].[Na+] (sodium hydroxide), Cl (hydrochloric acid), C(C)O (ethanol). Run in C1CCOC1 (THF). Run at time 8 hour. The product is Cl.C1(CC1)C=1C=C(C=CC1S(=O)(=O)C1CC1)[C@H](C(=O)NC1=CC=C(C=N1)CC(=O)O)C[C@@H]1CC(CC1)=O ([6-({(2R)-2-[3-cyclopropyl-4-(cyclopropylsulfonyl)phenyl]-3-[(1R)-3-oxocyclopentyl]propanoyl}amino)pyridin-3-yl]acetic acid hydrochloride). Reaction SMILES: [CH:1]1([C:4]2[CH:5]=[C:6]([C@@H:16]([CH2:32][C@H:33]3[CH2:37][CH2:36][C:35](=[O:38])[CH2:34]3)[C:17]([NH:19][C:20]3[N:25]=[CH:24][C:23]([CH2:26][C:27]([O:29]CC)=[O:28])=[CH:22][CH:21]=3)=[O:18])[CH:7]=[CH:8][C:9]=2[S:10]([CH:13]2[CH2:15][CH2:14]2)(=[O:12])=[O:11])[CH2:3][CH2:2]1.[OH-].[Na+].C(O)C.[ClH:44]>C1COCC1>[ClH:44].[CH:1]1([C:4]2[CH:5]=[C:6]([C@@H:16]([CH2:32][C@H:33]3[CH2:37][CH2:36][C:35](=[O:38])[CH2:34]3)[C:17]([NH:19][C:20]3[N:25]=[CH:24][C:23]([CH2:26][C:27]([OH:29])=[O:28])=[CH:22][CH:21]=3)=[O:18])[CH:7]=[CH:8][C:9]=2[S:10]([CH:13]2[CH2:15][CH2:14]2)(=[O:11])=[O:12])[CH2:3][CH2:2]1 |f:1.2,6.7|. Reported procedure: To a solution of (2R)-2-[3-cyclopropyl-4-(cyclopropylsulfonyl)phenyl]-3-[(1R)-3-oxocyclopentyl]propionic acid (110 mg) in dichloromethane (3 mL) were added sequentially oxalyl chloride (0.03 mL) and a catalytic amount of DMF under ice-cooling, followed by stirring for 1 hour, and then ethyl (6-aminopyridin-3-yl)acetate (58 mg) and pyridine (0.05 mL) were added thereto under ice-cooling, followed by stirring for 2 hours. To the reaction mixture were added water and ethyl acetate. The organic laye... The reactants are [H-], CI, [Na+], CN(C)C=O, O, COc1ccc(-c2nc(O)nn2-c2ccc(S(N)(=O)=O)cc2)cc1. Product: COc1ccc(-c2nc(OC)nn2-c2ccc(S(N)(=O)=O)cc2)cc1. Reaction SMILES: [H-:26].[I:27][CH3:28].[Na+:25].[O:30]=[CH:31][N:32]([CH3:33])[CH3:34].[OH2:29].[OH:1][c:2]1[n:3][n:4](-[c:15]2[cH:16][cH:17][c:18]([S:21](=[O:22])(=[O:23])[NH2:24])[cH:19][cH:20]2)[c:5](-[c:7]2[cH:8][cH:9][c:10]([O:13][CH3:14])[cH:11][cH:12]2)[n:6]1>>[O:1]([c:2]1[n:3][n:4](-[c:15]2[cH:16][cH:17][c:18]([S:21](=[O:22])(=[O:23])[NH2:24])[cH:19][cH:20]2)[c:5](-[c:7]2[cH:8][cH:9][c:10]([O:13][CH3:14])[cH:11][cH:12]2)[n:6]1)[CH3:28]. The product is CC(C)(C)OC(=O)CCC(N)C(=O)NC(CCC(=O)OCC[Si](C)(C)C)C(=O)OC(C)(C)C. Reactants: CC(C)(C)OC(=O)CCC(NC(=O)OCc1ccccc1)C(=O)NC(CCC(=O)OCC[Si](C)(C)C)C(=O)OC(C)(C)C, CC(C)O. As a reaction SMILES: [C:1]([CH3:2])([CH3:3])([CH3:4])[O:5][C:6](=[O:7])[CH2:8][CH2:9][CH:10]([C:11](=[O:12])[NH:13][CH:14]([C:15](=[O:16])[O:17][C:18]([CH3:19])([CH3:20])[CH3:21])[CH2:22][CH2:23][C:24](=[O:25])[O:26][CH2:27][CH2:28][Si:29]([CH3:30])([CH3:31])[CH3:32])[NH:33][C:34]([O:35][CH2:36][c:37]1[cH:38][cH:39][cH:40][cH:41][cH:42]1)=[O:43].[CH3:44][CH:45]([OH:46])[CH3:47]>>[C:1]([CH3:2])([CH3:3])([CH3:4])[O:5][C:6](=[O:7])[CH2:8][CH2:9][CH:10]([C:11](=[O:12])[NH:13][CH:14]([C:15](=[O:16])[O:17][C:18]([CH3:19])([CH3:20])[CH3:21])[CH2:22][CH2:23][C:24](=[O:25])[O:26][CH2:27][CH2:28][Si:29]([CH3:30])([CH3:31])[CH3:32])[NH2:33]. Yields the product N1C(=NC2=C1C=CC=C2)CCCN(C(C[C@@]2([C@H](C1=CC=C(C=C1C(C2)(F)F)F)C(C)C)O)=O)C (N-(3-(1H-Benzo[d]imidazol-2-yl)propyl)-N-methyl-2-((1S,2R)-4,4,6-trifluoro-2-hydroxy-1-isopropyl-1,2,3,4-tetrahydronaphthalen-2-yl)acetamide). Reactants: FC1(C[C@]([C@H](C2=CC=C(C=C12)F)C(C)C)(O)CC(=O)O)F (2-((1S,2R)-4,4,6-Trifluoro-2-hydroxy-1-isopropyl-1,2,3,4-tetrahydronaphthalen-2-yl)acetic acid), N1C(=NC2=C1C=CC=C2)CCCNC (3-(1H-benzo[d]imidazol-2-yl)-N-methylpropan-1-amine), N1C(=NC2=C1C=CC=C2)CCCN(C(C[C@@]2([C@H](C1=CC=C(C=C1C(C2([2H])[2H])([2H])[2H])F)C(C)C)O)=O)C (N-(3-(1H-Benzo[d]imidazol-2-yl)propyl)-N-methyl-2-((1S,2S)-3,3,4,4-tetradeutero-6-fluoro-2-hydroxy-1-isopropyl-1,2,3,4-tetrahydronaphthalen-2-yl)acetamide). RXN SMILES: [F:1][C:2]1([F:21])[C:11]2[C:6](=[CH:7][CH:8]=[C:9]([F:12])[CH:10]=2)[C@H:5]([CH:13]([CH3:15])[CH3:14])[C@:4]([CH2:17][C:18](O)=[O:19])([OH:16])[CH2:3]1.[NH:22]1[C:26]2[CH:27]=[CH:28][CH:29]=[CH:30][C:25]=2[N:24]=[C:23]1[CH2:31][CH2:32][CH2:33][NH:34][CH3:35].N1C2C=CC=CC=2N=C1CCCN(C)C(=O)C[C@@]1(O)C([2H])([2H])C([2H])([2H])C2C(=CC=C(F)C=2)[C@@H]1C(C)C>>[NH:22]1[C:26]2[CH:27]=[CH:28][CH:29]=[CH:30][C:25]=2[N:24]=[C:23]1[CH2:31][CH2:32][CH2:33][N:34]([CH3:35])[C:18](=[O:19])[CH2:17][C@@:4]1([OH:16])[CH2:3][C:2]([F:1])([F:21])[C:11]2[C:6](=[CH:7][CH:8]=[C:9]([F:12])[CH:10]=2)[C@@H:5]1[CH:13]([CH3:15])[CH3:14]. Reported procedure: Intermediate 17d is prepared from 15c and 16e in a manner analogous to that of Example 2, step 1 for 17b. The reactants are CC(=O)O[BH-](OC(C)=O)OC(C)=O, Cc1nc(C(=O)N2CCOC3(CCN(CCCOc4cccc(C=O)c4)CC3)C2)cs1, CC(=O)O, CO, CC(C)(C)[Si](C)(C)OC(CN)c1ccc(O)c2[nH]c(=O)ccc12, [Na+]. Yields the product Cc1nc(C(=O)N2CCOC3(CCN(CCCOc4cccc(CNCC(O[Si](C)(C)C(C)(C)C)c5ccc(O)c6[nH]c(=O)ccc56)c4)CC3)C2)cs1. As a reaction SMILES: [C:1]([O:2][BH-:3]([O:4][C:5](=[O:6])[CH3:7])[O:8][C:9](=[O:10])[CH3:11])(=[O:12])[CH3:13].[CH3:15][c:16]1[s:17][cH:18][c:19]([C:21](=[O:22])[N:23]2[CH2:24][CH2:25][O:26][C:27]3([CH2:28]2)[CH2:29][CH2:30][N:31]([CH2:34][CH2:35][CH2:36][O:37][c:38]2[cH:39][c:40]([CH:41]=[O:42])[cH:43][cH:44][cH:45]2)[CH2:32][CH2:33]3)[n:20]1.[CH3:69][C:70](=[O:71])[OH:72].[CH3:73][OH:74].[NH2:46][CH2:47][CH:48]([O:49][Si:50]([CH3:51])([CH3:52])[C:53]([CH3:54])([CH3:55])[CH3:56])[c:57]1[c:58]2[cH:59][cH:60][c:61](=[O:68])[nH:62][c:63]2[c:64]([OH:67])[cH:65][cH:66]1.[Na+:14]>>[CH3:15][c:16]1[s:17][cH:18][c:19]([C:21](=[O:22])[N:23]2[CH2:24][CH2:25][O:26][C:27]3([CH2:28]2)[CH2:29][CH2:30][N:31]([CH2:34][CH2:35][CH2:36][O:37][c:38]2[cH:39][c:40]([CH2:41][NH:46][CH2:47][CH:48]([O:49][Si:50]([CH3:51])([CH3:52])[C:53]([CH3:54])([CH3:55])[CH3:56])[c:57]4[c:58]5[cH:59][cH:60][c:61](=[O:68])[nH:62][c:63]5[c:64]([OH:67])[cH:65][cH:66]4)[cH:43][cH:44][cH:45]2)[CH2:32][CH2:33]3)[n:20]1.